From a dataset of the Open Reaction Database (ORD), a public repository of structured organic reaction records. describe an organic reaction: reactants, conditions, products, and yield The reactants are C(=O)NC=1C=CC(=C(C1)S(=O)(=O)N)C(=O)OCC (5-formylamino-2-ethoxycarbonylbenzenesulfonamide), COC1=NC(=NC(=C1)OC)NC(=O)OC1=CC=CC=C1 (4,6-dimethoxy-2-phenoxycarbonylaminopyrimidine), C1CCC2=NCCCN2CC1 (DBU). Run in C(C)#N (acetonitrile). The product is COC1=NC(=NC(=C1)OC)NC(=O)NS(=O)(=O)C1=C(C=CC(=C1)NC=O)C(=O)OC (N-[(4,6-Dimethoxypyrimidin-2-yl)aminocarbonyl]-5-formylamino-2-methoxycarbonylbenzenesulfonamide). As a reaction SMILES: [CH:1]([NH:3][C:4]1[CH:5]=[CH:6][C:7]([C:14]([O:16][CH2:17]C)=[O:15])=[C:8]([S:10]([NH2:13])(=[O:12])=[O:11])[CH:9]=1)=[O:2].[CH3:19][O:20][C:21]1[CH:26]=[C:25]([O:27][CH3:28])[N:24]=[C:23]([NH:29][C:30](OC2C=CC=CC=2)=[O:31])[N:22]=1.C1CCN2C(=NCCC2)CC1>C(#N)C>[CH3:28][O:27][C:25]1[CH:26]=[C:21]([O:20][CH3:19])[N:22]=[C:23]([NH:29][C:30]([NH:13][S:10]([C:8]2[CH:9]=[C:4]([NH:3][CH:1]=[O:2])[CH:5]=[CH:6][C:7]=2[C:14]([O:16][CH3:17])=[O:15])(=[O:11])=[O:12])=[O:31])[N:24]=1. Procedure: 1.00 g of 5-formylamino-2-ethoxycarbonylbenzenesulfonamide, 1.11 g of 4,6-dimethoxy-2-phenoxycarbonylaminopyrimidine and 0.82 ml of DBU in acetonitrile are reacted analogously to Chemical Example A.1; Yield: 1.00 g, M.p.: 113° to 118° C. (dec.), Mass spectrum (CI):(M+l) =454 Starting materials: C(C)(=O)Cl (acetyl chloride), O.O=C(O)CN(C)C(N)=N (Creatine monohydrate). The solvent is C(C)O (ethanol), C(C)O (ethanol), C(C)O (ethanol), C(C)O (ethanol). Conditions: temperature 30 celsius. The product is O.O=C(O)CN(C)C(N)=N (creatine monohydrate), Cl (HCl). RXN SMILES: C([Cl:4])(=[O:3])C.O.[O:6]=[C:7]([CH2:9][N:10]([C:12](=[NH:14])[NH2:13])[CH3:11])[OH:8]>C(O)C>[OH2:3].[O:6]=[C:7]([CH2:9][N:10]([C:12](=[NH:13])[NH2:14])[CH3:11])[OH:8].[ClH:4] |f:1.2,4.5|. Procedure: Optimization experiments were performed by varying certain parameters of the reaction scheme in Example 1, as described below. A 1.5 mole equivalent of acetyl chloride was added dropwise to anhydrous ethanol to generate the acidified ethanol. Creatine monohydrate was added to the acidified ethanol at a ratio of 1 g:6 ml of ethanol and the reaction medium was heated to 37° C. for 20 hours. The reaction medium was then allowed to cool to 30° C. prior to filtration and the product (filter cake) was... The reactants are O=C([O-])[O-], CCBr, CC(C)=O, [K+], [K+], CN(C)C=O, NC(=O)c1cc2c(O)cccc2o1. The product is CCOc1cccc2oc(C(N)=O)cc12. RXN SMILES: [C:17](=[O:18])([O-:19])[O-:20].[CH2:14]([CH3:15])[Br:16].[CH3:28][C:29](=[O:30])[CH3:31].[K+:21].[K+:22].[O:23]=[CH:24][N:25]([CH3:26])[CH3:27].[OH:1][c:2]1[cH:3][cH:4][cH:5][c:6]2[c:7]1[cH:8][c:9]([C:11](=[O:12])[NH2:13])[o:10]2>>[O:1]([c:2]1[cH:3][cH:4][cH:5][c:6]2[c:7]1[cH:8][c:9]([C:11](=[O:12])[NH2:13])[o:10]2)[CH2:14][CH3:15]. Starting materials: COC1=NC=CC=C1CN1CCC(CC1)CCC1=C(C=CC=C1)NCC1=CC=CC=C1 (1-[(2-methoxy-3-pyridinyl)methyl]-4-[2-[2-(benzylamino)phenyl]ethyl]piperidine), C(C)(=O)OCC.Cl (hydrogen chloride-ethyl acetate). Run in C(C)O (ethanol). Yields the product Cl.Cl.O=C1NC=CC=C1CN1CCC(CC1)CCC1=C(C=CC=C1)NCC1=CC=CC=C1 (1-[(2-Oxo-1,2-dihydro-3-pyridinyl)methyl]-4-[2-[2-(benzylamino)phenyl]ethyl]piperidine dihydrochloride). Reaction SMILES: C[O:2][C:3]1[C:8]([CH2:9][N:10]2[CH2:15][CH2:14][CH:13]([CH2:16][CH2:17][C:18]3[CH:23]=[CH:22][CH:21]=[CH:20][C:19]=3[NH:24][CH2:25][C:26]3[CH:31]=[CH:30][CH:29]=[CH:28][CH:27]=3)[CH2:12][CH2:11]2)=[CH:7][CH:6]=[CH:5][N:4]=1.C(OCC)(=O)C.[ClH:38]>C(O)C>[ClH:38].[ClH:38].[O:2]=[C:3]1[C:8]([CH2:9][N:10]2[CH2:15][CH2:14][CH:13]([CH2:16][CH2:17][C:18]3[CH:23]=[CH:22][CH:21]=[CH:20][C:19]=3[NH:24][CH2:25][C:26]3[CH:31]=[CH:30][CH:29]=[CH:28][CH:27]=3)[CH2:12][CH2:11]2)=[CH:7][CH:6]=[CH:5][NH:4]1 |f:1.2,4.5.6|. Reported procedure: In ethanol (8 ml) was dissolved 294 mg of 1-[(2-methoxy-3-pyridinyl)methyl]-4-[2-[2-(benzylamino)phenyl]ethyl]piperidine. To the mixture was added 3 ml of a 4N-hydrogen chloride-ethyl acetate solution, followed by heating under reflux for 3 hours. After cooling as it was, the resulting precipitates were collected by filtration and recrystallized from ethanol, to give 273 mg of the title compound as a white powder.